Dataset: the Open Reaction Database (ORD), a public repository of structured organic reaction records. Task: describe an organic reaction: reactants, conditions, products, and yield Starting materials: O=C([O-])[O-], CCOC(C)=O, CS(C)=O, [Cs+], [Cs+], O=C(Nc1cn2nc(I)ccc2n1)C1CC1, C1CCOC1, O, Cc1ccc(O)cc1NC(=O)C1=NN(C)CC1C. Yields the product Cc1ccc(Oc2ccc3nc(NC(=O)C4CC4)cn3n2)cc1NC(=O)C1=NN(C)CC1C. Reaction SMILES: [C:35](=[O:36])([O-:37])[O-:38].[C:51]([O:52][CH2:53][CH3:54])(=[O:55])[CH3:56].[CH3:41][S:42](=[O:43])[CH3:44].[Cs+:39].[Cs+:40].[I:1][c:2]1[cH:3][cH:4][c:5]2[n:6]([n:7]1)[cH:8][c:9]([NH:11][C:12](=[O:13])[CH:14]1[CH2:15][CH2:16]1)[n:10]2.[O:46]1[CH2:47][CH2:48][CH2:49][CH2:50]1.[OH2:45].[OH:17][c:18]1[cH:19][cH:20][c:21]([CH3:34])[c:22]([NH:24][C:25](=[O:26])[C:27]2=[N:28][N:29]([CH3:33])[CH2:30][CH:31]2[CH3:32])[cH:23]1>>[c:2]1([O:17][c:18]2[cH:19][cH:20][c:21]([CH3:34])[c:22]([NH:24][C:25](=[O:26])[C:27]3=[N:28][N:29]([CH3:33])[CH2:30][CH:31]3[CH3:32])[cH:23]2)[cH:3][cH:4][c:5]2[n:6]([n:7]1)[cH:8][c:9]([NH:11][C:12](=[O:13])[CH:14]1[CH2:15][CH2:16]1)[n:10]2.